From a dataset of the Open Reaction Database (ORD), a public repository of structured organic reaction records. describe an organic reaction: reactants, conditions, products, and yield Starting materials: ClCCCN1C(CCC2=CC(=CC=C12)[N+](=O)[O-])=O (1-(3-chloropropyl)-6-nitro-3,4-dihydroquinolin-2(1H)-one), C([O-])([O-])=O.[K+].[K+] (potassium carbonate), yellow oil, C(C)NCC (diethylamine), [I-].[K+] (potassium iodide). The solvent is C(C)#N (acetonitrile), O (water), ClCCl (dichloromethane). Run at temperature 65 celsius, time 18 hour. Product: C(C)N(CCCN1C(CCC2=CC(=CC=C12)[N+](=O)[O-])=O)CC (1-(3-(diethylamino)propyl)-6-nitro-3,4-dihydroquinolin-2(1H)-one). As a reaction SMILES: Cl[CH2:2][CH2:3][CH2:4][N:5]1[C:14]2[C:9](=[CH:10][C:11]([N+:15]([O-:17])=[O:16])=[CH:12][CH:13]=2)[CH2:8][CH2:7][C:6]1=[O:18].[CH2:19]([NH:21][CH2:22][CH3:23])[CH3:20].[I-].[K+].C(=O)([O-])[O-].[K+].[K+]>O.ClCCl.C(#N)C>[CH2:19]([N:21]([CH2:22][CH3:23])[CH2:2][CH2:3][CH2:4][N:5]1[C:14]2[C:9](=[CH:10][C:11]([N+:15]([O-:17])=[O:16])=[CH:12][CH:13]=2)[CH2:8][CH2:7][C:6]1=[O:18])[CH3:20] |f:2.3,4.5.6|. Reported procedure: 1-(3-chloropropyl)-6-nitro-3,4-dihydroquinolin-2(1H)-one (100 mg, 0.359 mmol), diethylamine (263 uL, 3.59 mmol), potassium iodide (596 mg, 3.59 mmol) and potassium carbonate (496 mg, 3.59 mmol) were weighed into an argon purged vial fitted with a magnetic stirbar. Anhydrous acetonitrile (4 mL) was added, and the yellow suspension stirred in a heating block at a temperature of 65° C. for 18 hours. As starting material remained, the reaction was stirred at this temperature for an additional 3 days... Procedure details: Prepared in analogy to Example A1 (b) from 2-chloro-5-methanesulfonyl-benzoic acid (Example A1(a)) and rac-butan-2-ol. The crude material was purified by preparative HPLC to yield the title compound as a white solid. MS (m/e): 271.4 ([M−H]−, 100%). As a reaction SMILES: Cl[C:2]1[CH:10]=[CH:9][C:8]([S:11]([CH3:14])(=[O:13])=[O:12])=[CH:7][C:3]=1[C:4]([OH:6])=[O:5].[CH3:15][CH:16]([OH:19])[CH2:17][CH3:18]>>[CH:16]([O:19][C:2]1[CH:10]=[CH:9][C:8]([S:11]([CH3:14])(=[O:13])=[O:12])=[CH:7][C:3]=1[C:4]([OH:6])=[O:5])([CH2:17][CH3:18])[CH3:15]. Yields the product C(C)(CC)OC1=C(C(=O)O)C=C(C=C1)S(=O)(=O)C (Rac-2-sec-Butoxy-5-methanesulfonyl-benzoic acid). The reactants are Example A1 ( b ), ClC1=C(C(=O)O)C=C(C=C1)S(=O)(=O)C (2-chloro-5-methanesulfonyl-benzoic acid), CC(CC)O (rac-butan-2-ol). Reaction SMILES: [CH3:11][c:12]1[cH:13][c:14]([Cl:15])[n:16][c:17]([NH2:18])[n:19]1.[ClH:20].[K+:22].[NH2:1][c:2]1[cH:3][cH:4][c:5]([C:8]([CH3:9])=[O:10])[cH:6][cH:7]1.[OH-:21].[OH2:23]>>[NH:1]([c:2]1[cH:3][cH:4][c:5]([C:8]([CH3:9])=[O:10])[cH:6][cH:7]1)[c:14]1[cH:13][c:12]([CH3:11])[n:19][c:17]([NH2:18])[n:16]1. The reactants are Cc1cc(Cl)nc(N)n1, Cl, [K+], CC(=O)c1ccc(N)cc1, [OH-], O. Yields the product CC(=O)c1ccc(Nc2cc(C)nc(N)n2)cc1. The reactants are FC(C(=O)OC)(F)F (methyl 2,2,2-trifluoroacetate), CO/C=C/C(C)=O ((E)-4-methoxybut-3-en-2-one), CC(C)(C)[O-].[K+] (KOtBu). The solvent is C(C)OCC (diethyl ether). Reaction conditions: time 3 hour. Yields the product FC(C=1OC=CC(C1)=O)(F)F (2-(trifluoromethyl)-4H-pyran-4-one). RXN SMILES: [CH3:1][C:2]([O-:5])(C)[CH3:3].[K+].[F:7][C:8]([F:14])([F:13])[C:9]([O:11][CH3:12])=O.CO/C=C/C(=O)C>C(OCC)C>[F:7][C:8]([F:14])([F:13])[C:9]1[O:11][CH:12]=[CH:1][C:2](=[O:5])[CH:3]=1 |f:0.1|. Reported procedure: To a mixture of KOtBu (729 mg, 6.49 mmol) in diethyl ether (10 mL) at 5° C. were added methyl 2,2,2-trifluoroacetate (767 mg, 5.99 mmol) and (E)-4-methoxybut-3-en-2-one (500 mg, 4.99 mmol). The reaction mixture was stirred at rt for 3 h, and quenched with water and then extracted with ether. Combined organic portions were dried over Na2SO4, filtered and concentrated. The residue was dissolved in isopropanol (150 mL) and 35% solution of hydrochloric acid (0.5 mL) and refluxed for 45 min. Then the... Starting materials: S(=O)(=O)(C1=CC=C(C)C=C1)Cl (Tosyl chloride), ClC(CSCC(=O)N)C(=O)OC (5-chloro-5-methoxycarbonyl-3-thiapentanamide), Cl (hydrochloric acid). The solvent is N1=CC=CC=C1 (pyridine). Conditions: time 4 hour. Yields the product ClC(CSCC#N)C(=O)OC (5-Chloro-5-methoxycarbonyl-3-thiapentanenitrile). Isolated yield 81.7%. Reaction SMILES: S(Cl)(C1C=CC(C)=CC=1)(=O)=O.[Cl:12][CH:13]([C:20]([O:22][CH3:23])=[O:21])[CH2:14][S:15][CH2:16][C:17]([NH2:19])=O.Cl>N1C=CC=CC=1>[Cl:12][CH:13]([C:20]([O:22][CH3:23])=[O:21])[CH2:14][S:15][CH2:16][C:17]#[N:19]. Procedure details: Tosyl chloride (18.82 g) was added in portions to a stirred solution of 5-chloro-5-methoxycarbonyl-3-thiapentanamide (19 g), in dry pyridine (95 ml). Heat was evolved during the addition. The mixture was stirred for 4 hours, stood overnight, and poured into 4M hydrochloric acid (400 ml) and extracted with dichloromethane. The combined extracts were washed with 4M hydrochloric acid (×3) and saturated brine, dried (magnesium sulphate) and evaporated to obtain the title compound as a dark red oil (...